This data is from the Open Reaction Database (ORD), a public repository of structured organic reaction records. The task is: describe an organic reaction: reactants, conditions, products, and yield Starting materials: CCO, Cl, [K+], [OH-], O, CCOC(=O)c1csc(-c2ncccc2O)n1. The product is O=C(O)c1csc(-c2ncccc2O)n1. RXN SMILES: [CH3:21][CH2:22][OH:23].[ClH:20].[K+:19].[OH-:18].[OH2:24].[OH:1][c:2]1[c:3](-[c:8]2[s:9][cH:10][c:11]([C:13](=[O:14])[O:15][CH2:16][CH3:17])[n:12]2)[n:4][cH:5][cH:6][cH:7]1>>[OH:1][c:2]1[c:3](-[c:8]2[s:9][cH:10][c:11]([C:13](=[O:14])[OH:15])[n:12]2)[n:4][cH:5][cH:6][cH:7]1. Reactants: O=Cc1ccc2c(c1)CCC1(C2)OCCO1, C1CCOC1, ClCCl, [Mg+2], N, O=S(=O)([O-])[O-], O=[Mn]=O. Yields the product N#Cc1ccc2c(c1)CCC1(C2)OCCO1. As a reaction SMILES: [CH2:1]1[c:2]2[cH:3][cH:4][c:5]([CH:15]=[O:16])[cH:6][c:7]2[CH2:8][CH2:9][C:10]12[O:11][CH2:12][CH2:13][O:14]2.[CH2:24]1[O:25][CH2:26][CH2:27][CH2:28]1.[Cl:29][CH2:30][Cl:31].[Mg+2:18].[NH3:17].[O-:19][S:20]([O-:21])(=[O:22])=[O:23].[O:32]=[Mn:33]=[O:34]>>[CH2:1]1[c:2]2[cH:3][cH:4][c:5]([C:15]#[N:17])[cH:6][c:7]2[CH2:8][CH2:9][C:10]12[O:11][CH2:12][CH2:13][O:14]2.